This data is from the Open Reaction Database (ORD), a public repository of structured organic reaction records. The task is: describe an organic reaction: reactants, conditions, products, and yield Reactants: ClCC(=O)Cl (chloroacetyl chloride), FC(C1=NN=C2N1N=C(C=C2)N2CCC(CC2)C2=CC=C(N)C=C2)(F)F (4-[1-[3-(trifluoromethyl)[1,2,4]triazolo[4,3-b]pyridazin-6-yl]piperidin-4-yl]aniline), N1=CC=CC=C1 (pyridine). The solvent is C(Cl)Cl (DCM), C(Cl)Cl (DCM). Reaction conditions: time 2 hour. The product is ClCC(=O)NC1=CC=C(C=C1)C1CCN(CC1)C=1C=CC=2N(N1)C(=NN2)C(F)(F)F (2-chloro-N-[4-[1-(3-(trifluoromethyl)-[1,2,4]triazolo[4,3-b]pyridazin-6-yl]piperidin-4-yl]phenyl]acetamide). The yield is 92.5%. Reaction SMILES: [Cl:1][CH2:2][C:3](Cl)=[O:4].[F:6][C:7]([F:31])([F:30])[C:8]1[N:12]2[N:13]=[C:14]([N:17]3[CH2:22][CH2:21][CH:20]([C:23]4[CH:29]=[CH:28][C:26]([NH2:27])=[CH:25][CH:24]=4)[CH2:19][CH2:18]3)[CH:15]=[CH:16][C:11]2=[N:10][N:9]=1.N1C=CC=CC=1>C(Cl)Cl>[Cl:1][CH2:2][C:3]([NH:27][C:26]1[CH:25]=[CH:24][C:23]([CH:20]2[CH2:19][CH2:18][N:17]([C:14]3[CH:15]=[CH:16][C:11]4[N:12]([C:8]([C:7]([F:31])([F:30])[F:6])=[N:9][N:10]=4)[N:13]=3)[CH2:22][CH2:21]2)=[CH:29][CH:28]=1)=[O:4]. Procedure details: A solution of chloroacetyl chloride (140 mg, 1.24 mmol) in DCM (2 mL) was added dropwise to a stirred suspension of 4-[1-[3-(trifluoromethyl)[1,2,4]triazolo[4,3-b]pyridazin-6-yl]piperidin-4-yl]aniline (obtained as described in Example 615) (375 mg, 1.03 mmol) and pyridine (164 mg, 2.07 mmol) in DCM (3 mL) under nitrogen. The resulting solution was stirred at ambient temperature for 2 hours. The resulting precipitate was collected by filtration, washed with DCM (2 mL) and dried under vacuum to gi...